This data is from the Open Reaction Database (ORD), a public repository of structured organic reaction records. The task is: describe an organic reaction: reactants, conditions, products, and yield Starting materials: C(CC)N1C(=O)N(C(=O)C(=C1N)N=O)CCC (1,3-di-n-propyl-5-nitroso-6-aminouracil), [OH-].[NH4+] (ammonium hydroxide), S(=O)([O-])S(=O)[O-].[Na+].[Na+] (sodium dithionite). Solvent: O (water). The product is C(CC)N1C(=O)N(C(=O)C(=C1N)N)CCC (1,3-di-n-propyl-5,6-diaminouracil). Yield: 64.3%. RXN SMILES: [CH2:1]([N:4]1[C:11]([NH2:12])=[C:10]([N:13]=O)[C:8](=[O:9])[N:7]([CH2:15][CH2:16][CH3:17])[C:5]1=[O:6])[CH2:2][CH3:3].[OH-].[NH4+].S(S([O-])=O)([O-])=O.[Na+].[Na+]>O>[CH2:1]([N:4]1[C:11]([NH2:12])=[C:10]([NH2:13])[C:8](=[O:9])[N:7]([CH2:15][CH2:16][CH3:17])[C:5]1=[O:6])[CH2:2][CH3:3] |f:1.2,3.4.5|. Procedure: The 1,3-di-n-propyl-5-nitroso-6-aminouracil (61.6 g) was suspended in 1 L of water, and the suspension was made alkaline to pH 11 with 50% ammonium hydroxide and treated with 100 g of sodium dithionite, in portions, until the purple color faded. The aqueous mixture was extracted with chloroform (8×200 ml), dried over magnesium sulfate, filtered and concentrated. The residue was purified by flash chromatography (5/10% methanol/chloroform) and recrystallized from 10% isopropanol in hexane and recr... The reactants are CCCc1c(OCCCBr)ccc(C(=O)C(F)(F)F)c1O, c1ccc(P(c2ccccc2)c2ccccc2)cc1. Product: [Br-], CCCc1c(OCCC[P+](c2ccccc2)(c2ccccc2)c2ccccc2)ccc(C(=O)C(F)(F)F)c1O. RXN SMILES: [F:1][C:2]([C:3](=[O:4])[c:5]1[c:6]([OH:19])[c:7]([CH2:16][CH2:17][CH3:18])[c:8]([O:9][CH2:10][CH2:11][CH2:12][Br:13])[cH:14][cH:15]1)([F:20])[F:21].[c:22]1([P:28]([c:29]2[cH:30][cH:31][cH:32][cH:33][cH:34]2)[c:35]2[cH:36][cH:37][cH:38][cH:39][cH:40]2)[cH:23][cH:24][cH:25][cH:26][cH:27]1>>[Br-:13].[F:1][C:2]([C:3](=[O:4])[c:5]1[c:6]([OH:19])[c:7]([CH2:16][CH2:17][CH3:18])[c:8]([O:9][CH2:10][CH2:11][CH2:12][P+:28]([c:22]2[cH:23][cH:24][cH:25][cH:26][cH:27]2)([c:29]2[cH:30][cH:31][cH:32][cH:33][cH:34]2)[c:35]2[cH:36][cH:37][cH:38][cH:39][cH:40]2)[cH:14][cH:15]1)([F:20])[F:21]. The reactants are C1CCOC1, CC(=O)OC(C)=O, O=CO, O=S(=O)(CC(C#Cc1ccc2c(c1)OCO2)NO)N1CCN(c2ccc(F)cc2)CC1. The product is O=CN(O)C(C#Cc1ccc2c(c1)OCO2)CS(=O)(=O)N1CCN(c2ccc(F)cc2)CC1. RXN SMILES: [CH2:39]1[O:40][CH2:41][CH2:42][CH2:43]1.[CH3:1][C:2](=[O:3])[O:4][C:5](=[O:6])[CH3:7].[CH:44]([OH:45])=[O:46].[O:8]1[CH2:9][O:10][c:11]2[c:12]1[cH:13][cH:14][c:15]([C:17]#[C:18][CH:19]([CH2:20][S:21](=[O:22])(=[O:23])[N:24]1[CH2:25][CH2:26][N:27]([c:30]3[cH:31][cH:32][c:33]([F:36])[cH:34][cH:35]3)[CH2:28][CH2:29]1)[NH:37][OH:38])[cH:16]2>>[CH:2](=[O:3])[N:37]([CH:19]([C:18]#[C:17][c:15]1[cH:14][cH:13][c:12]2[c:11]([cH:16]1)[O:10][CH2:9][O:8]2)[CH2:20][S:21](=[O:22])(=[O:23])[N:24]1[CH2:25][CH2:26][N:27]([c:30]2[cH:31][cH:32][c:33]([F:36])[cH:34][cH:35]2)[CH2:28][CH2:29]1)[OH:38].